Dataset: the Open Reaction Database (ORD), a public repository of structured organic reaction records. Task: describe an organic reaction: reactants, conditions, products, and yield Starting materials: OC=1C=C(C=C(C(=O)OC)C1)C(=O)OC (dimethyl 5-hydroxyisophthalate), FC1=CC=C(C=C1)[N+](=O)[O-] (4-fluoronitrobenzene), CN(C=O)C (N,N-dimethylformamide), C1(=CC=CC=C1)C (toluene), resultant mixture, ion-exchanged. Solvent: O (water), O (water). Yields the product [N+](=O)([O-])C1=CC=C(OC=2C=C(C=C(C(=O)OC)C2)C(=O)OC)C=C1 (dimethyl 5-(4-nitrophenoxy)isophthalate). The yield is 68.0%. RXN SMILES: [OH:1][C:2]1[CH:3]=[C:4]([C:12]([O:14][CH3:15])=[O:13])[CH:5]=[C:6]([CH:11]=1)[C:7]([O:9][CH3:10])=[O:8].F[C:17]1[CH:22]=[CH:21][C:20]([N+:23]([O-:25])=[O:24])=[CH:19][CH:18]=1.CN(C)C=O.C1(C)C=CC=CC=1>O>[N+:23]([C:20]1[CH:21]=[CH:22][C:17]([O:1][C:2]2[CH:11]=[C:6]([C:7]([O:9][CH3:10])=[O:8])[CH:5]=[C:4]([CH:3]=2)[C:12]([O:14][CH3:15])=[O:13])=[CH:18][CH:19]=1)([O-:25])=[O:24]. Procedure: Into a 2 liter four-necked flask equipped with a thermometer, a stirrer and a Dean Stark distillation apparatus, 133.24 g (0.63 moles) of dimethyl 5-hydroxyisophthalate, 107.33 g (0.76 moles) of 4-fluoronitrobenzene, 60 ml of N,N-dimethylformamide and 190 ml of toluene were placed. The resultant mixture was stirred at 165° C. for 4 hours while water formed as the byproduct was removed by azeotropic distillation. After cooling, the obtained reaction mixture was poured into 3 liters of ion-exchang... Reactants: C(=O)NN (formic acid hydrazide), CN(C=1C=CC2=C(C(=NCC(N2)=S)C2=CC=CC=C2)C1)C (7-(dimethylamino)-1,3-dihydro-5-phenyl-2H-1,4-benzodiazepine-2-thione). Run in C(C)O (ethanol). Run at temperature 250 celsius. Yields the product CN(C=1C=CC2=C(C(=NCC=3N2C=NN3)C3=CC=CC=C3)C1)C (8-(dimethylamino)-6-phenyl-4H-s-triazolo[4,3-a][1,4]benzodiazepine). Reaction SMILES: [CH3:1][N:2]([CH3:21])[C:3]1[CH:4]=[CH:5][C:6]2[NH:12][C:11](=S)[CH2:10][N:9]=[C:8]([C:14]3[CH:19]=[CH:18][CH:17]=[CH:16][CH:15]=3)[C:7]=2[CH:20]=1.[CH:22]([NH:24][NH2:25])=O>C(O)C>[CH3:1][N:2]([CH3:21])[C:3]1[CH:4]=[CH:5][C:6]2[N:12]3[CH:22]=[N:24][N:25]=[C:11]3[CH2:10][N:9]=[C:8]([C:14]3[CH:19]=[CH:18][CH:17]=[CH:16][CH:15]=3)[C:7]=2[CH:20]=1. Procedure: In the manner given in Example 2, 7-(dimethylamino)-1,3-dihydro-5-phenyl-2H-1,4-benzodiazepine-2-thione is heated in ethanol with formic acid hydrazide and the resulting product is heated to 250° C. to give 8-(dimethylamino)-6-phenyl-4H-s-triazolo[4,3-a][1,4]benzodiazepine. Starting materials: BrC1=NC=C(C=C1)Br (2,5-dibromopyridine), C(C1=CC=CC=C1)O (benzyl alcohol), ( b ). Product: C(C1=CC=CC=C1)OC1=NC=C(C=C1)Br (2-Benzyloxy-5-bromopyridine). As a reaction SMILES: Br[C:2]1[CH:7]=[CH:6][C:5]([Br:8])=[CH:4][N:3]=1.[CH2:9]([OH:16])[C:10]1[CH:15]=[CH:14][CH:13]=[CH:12][CH:11]=1>>[CH2:9]([O:16][C:2]1[CH:7]=[CH:6][C:5]([Br:8])=[CH:4][N:3]=1)[C:10]1[CH:15]=[CH:14][CH:13]=[CH:12][CH:11]=1. Procedure details: Prepared from 2,5-dibromopyridine and benzyl alcohol by the method of Example 10 (b). Starting materials: O=C[C@H](O)[C@@H](O)[C@H](O)[C@H](O)CO (D-glucose), NC(=O)N (urea). Product: C([C@H](O)[C@@H](O)[C@H](O)CO)O (xylitol). As a reaction SMILES: [O:1]=[CH:2][C@@H:3]([C@H:5]([C@@H:7]([C@@H:9](CO)[OH:10])[OH:8])[OH:6])[OH:4].NC(N)=O>>[CH2:2]([OH:1])[C@@H:3]([C@H:5]([C@@H:7]([CH2:9][OH:10])[OH:8])[OH:6])[OH:4]. Procedure details: Approximately 2000 strains of osmophilic bacteria obtained as described above are cultured in individual microfermentors within a microfermentor array in a medium containing 20% (w/v) D-glucose, 0.1% urea, and 0.5% yeast extract at 30° C. for periods ranging from 12 hours to 5 days. The microfermentors have a working volume of 5 μl and are equipped with means to monitor biomass and oxygen concentration. Each microfermentor delivers oxygen to the interior of the microfermentor vessel via a PDMS a...